Dataset: the Open Reaction Database (ORD), a public repository of structured organic reaction records. Task: describe an organic reaction: reactants, conditions, products, and yield Reactants: CC(=O)O, COc1cc(N)cc(OC)c1OCCN1CCN(C)CC1, Cc1cccc(C)c1N(c1ccnc(Cl)n1)c1nc2ccccc2[nH]1, [Na+], [OH-]. Product: COc1cc(Nc2nccc(N(c3nc4ccccc4[nH]3)c3c(C)cccc3C)n2)cc(OC)c1OCCN1CCN(C)CC1. RXN SMILES: [C:49]([OH:50])(=[O:51])[CH3:52].[CH3:26][O:27][c:28]1[cH:29][c:30]([NH2:46])[cH:31][c:32]([O:44][CH3:45])[c:33]1[O:34][CH2:35][CH2:36][N:37]1[CH2:38][CH2:39][N:40]([CH3:43])[CH2:41][CH2:42]1.[Cl:1][c:2]1[n:3][cH:4][cH:5][c:6]([N:8]([c:9]2[n:10][c:11]3[c:12]([nH:13]2)[cH:14][cH:15][cH:16][cH:17]3)[c:18]2[c:19]([CH3:25])[cH:20][cH:21][cH:22][c:23]2[CH3:24])[n:7]1.[Na+:48].[OH-:47]>>[c:2]1([NH:46][c:30]2[cH:29][c:28]([O:27][CH3:26])[c:33]([O:34][CH2:35][CH2:36][N:37]3[CH2:38][CH2:39][N:40]([CH3:43])[CH2:41][CH2:42]3)[c:32]([O:44][CH3:45])[cH:31]2)[n:3][cH:4][cH:5][c:6]([N:8]([c:9]2[nH:10][c:11]3[c:12]([n:13]2)[cH:14][cH:15][cH:16][cH:17]3)[c:18]2[c:19]([CH3:25])[cH:20][cH:21][cH:22][c:23]2[CH3:24])[n:7]1. Starting materials: [H][H] (hydrogen), 8-benzoylguanosine 3',5'-cyclic phosphate, C(C)=O (Acetaldehyde), 8-n-butyryl, C1=NC2=C(N1[C@H]3[C@@H]([C@H]4[C@H](O3)COP(=O)(O4)O)O)NC(=NC2=O)N (cGMP), 8-isobutyryl, C(C)=O (Acetaldehyde), 8-methyl-cGMP, S(=O)(=O)([O-])OOS(=O)(=O)[O-].[NH4+].[NH4+] (ammonium persulfate). Yields the product C(=O)N (Formamide), C1=NC2=C(N1[C@H]3[C@@H]([C@H]4[C@H](O3)COP(=O)(O4)O)O)NC(=NC2=O)N (cGMP), 8-carbamoylguanosine 3',5'-cyclic phosphate. Reaction SMILES: [H][H].C(=O)C.S(OOS([O-])(=O)=O)([O-])(=O)=O.[NH4+].[NH4+].[CH:18]1[N:22]([C@@H:23]2[O:27][C@@H:26]3[CH2:28][O:29][P:30]([OH:33])([O:32][C@H:25]3[C@H:24]2[OH:34])=[O:31])[C:21]2[NH:35][C:36]([NH2:40])=[N:37][C:38](=[O:39])[C:20]=2[N:19]=1>>[CH:23]([NH2:22])=[O:27].[CH:18]1[N:22]([C@@H:23]2[O:27][C@@H:26]3[CH2:28][O:29][P:30]([OH:33])([O:32][C@H:25]3[C@H:24]2[OH:34])=[O:31])[C:21]2[NH:35][C:36]([NH2:40])=[N:37][C:38](=[O:39])[C:20]=2[N:19]=1 |f:2.3.4|. Procedure: Hydrogen abstraction from the carbonyl carbon of aldehydes by a radical source was utilized to yield the acyl radical, a highly reactive acylating agent, for the synthesis of 8-acyl-cGMP derivatives. Acetaldehyde and cGMP, in the presence of t-BuOOH, FeSO4 and 0.3 N H2SO4, yielded 8-acetylguanosine 3',5'-cyclic phosphate (6); however, in initial experiments a significant amount of 8-methyl-cGMP (2) was also formed. To avoid the possibility of methylation competing with hydrogen abstraction from ... Yields the product [O-][n+]1cccc2cc[nH]c21. Reaction SMILES: [CH3:21][OH:22].[Cl:23][CH2:24][Cl:25].[OH:1][O:2][C:3]([c:4]1[cH:5][c:6]([Cl:7])[cH:8][cH:9][cH:10]1)=[O:11].[nH:12]1[cH:13][cH:14][c:15]2[c:16]1[n:17][cH:18][cH:19][cH:20]2>>[O-:1][n+:17]1[c:16]2[nH:12][cH:13][cH:14][c:15]2[cH:20][cH:19][cH:18]1. Reactants: CO, ClCCl, O=C(OO)c1cccc(Cl)c1, c1cnc2[nH]ccc2c1. Reactants: [Al+3], CCn1cnc(C=O)c1, [H-], [H-], [H-], [H-], [Li+], [Na+], [Na+], C1CCOC1, O, O, O, O, O, O, O, O, O, O, O=S(=O)([O-])[O-]. Product: CCn1cnc(CO)c1. Reaction SMILES: [Al+3:2].[CH2:7]([CH3:8])[n:9]1[cH:10][n:11][c:12]([CH:14]=[O:15])[cH:13]1.[H-:1].[H-:4].[H-:5].[H-:6].[Li+:3].[Na+:31].[Na+:32].[O:33]1[CH2:34][CH2:35][CH2:36][CH2:37]1.[OH2:16].[OH2:17].[OH2:18].[OH2:19].[OH2:20].[OH2:21].[OH2:22].[OH2:23].[OH2:24].[OH2:25].[S:26]([O-:27])([O-:28])(=[O:29])=[O:30]>>[CH2:7]([CH3:8])[n:9]1[cH:10][n:11][c:12]([CH2:14][OH:15])[cH:13]1. Starting materials: CCSCC1CCCCc2noc(=O)n21, ClCCl, O=C(OO)c1cccc(Cl)c1. The product is CCS(=O)CC1CCCCc2noc(=O)n21. Reaction SMILES: [CH2:1]([CH3:2])[S:3][CH2:4][CH:5]1[CH2:6][CH2:7][CH2:8][CH2:9][c:10]2[n:11]1[c:12](=[O:15])[o:13][n:14]2.[Cl:27][CH2:28][Cl:29].[OH:16][O:17][C:18]([c:19]1[cH:20][c:21]([Cl:22])[cH:23][cH:24][cH:25]1)=[O:26]>>[CH2:1]([CH3:2])[S:3]([CH2:4][CH:5]1[CH2:6][CH2:7][CH2:8][CH2:9][c:10]2[n:11]1[c:12](=[O:15])[o:13][n:14]2)=[O:16]. The reactants are O=C1C2=C(OCC3=C1C=CC=C3)C=CC(=C2)CCC(=O)O (3-(6,11-dihydro-11-oxodibenz[b,e]oxepin-2-yl)propanoic acid), S(=O)(Cl)Cl (thionyl chloride). Reagents/catalysts: CN(C=O)C (N,N-dimethylformamide). The solvent is C(Cl)Cl (methylene chloride). Reaction conditions: time 8 hour. Yields the product O=C1C2=C(OCC3=C1C=CC=C3)C=CC(=C2)CCCCl (3-(6,11-dihydro-11-oxodibenz[b,e]oxepin-2-yl)propanyl chloride). Reaction SMILES: [O:1]=[C:2]1[C:8]2[CH:9]=[CH:10][CH:11]=[CH:12][C:7]=2[CH2:6][O:5][C:4]2[CH:13]=[CH:14][C:15]([CH2:17][CH2:18][C:19](O)=O)=[CH:16][C:3]1=2.S(Cl)([Cl:24])=O>CN(C)C=O.C(Cl)Cl>[O:1]=[C:2]1[C:8]2[CH:9]=[CH:10][CH:11]=[CH:12][C:7]=2[CH2:6][O:5][C:4]2[CH:13]=[CH:14][C:15]([CH2:17][CH2:18][CH2:19][Cl:24])=[CH:16][C:3]1=2. Reported procedure: To a flask was added a few drops of N,N-dimethylformamide and 32.25 g of 3-(6,11-dihydro-11-oxodibenz[b,e]oxepin-2-yl)propanoic acid in 500 ml of dry methylene chloride. The chilled stirring suspension was treated dropwise over several minutes with 11.0 ml of thionyl chloride. The suspension was warmed intermittently on a steam bath until all gas evolution ceased. The resulting solution was then allowed to reflux of 15 minutes and was allowed to stand at room temperature under nitrogen atmospher... Starting materials: N1(CCOCC1)C1=CC=C(C=C1)C1=CC=CC=2C=C(SC21)C(=O)OC (Methyl 7-[4-(4-morpholinyl)phenyl]-1-benzothiophene-2-carboxylate), [OH-].[K+] (potassium hydroxide). Run in CO (methanol). Conditions: temperature 50 celsius, time 1 hour. Product: N1(CCOCC1)C1=CC=C(C=C1)C1=CC=CC=2C=C(SC21)C(=O)O (7-[4-(4-Morpholinyl)phenyl]-1-benzothiophene-2-carboxylic acid). Isolated yield 111.7%. As a reaction SMILES: [N:1]1([C:7]2[CH:12]=[CH:11][C:10]([C:13]3[C:21]4[S:20][C:19]([C:22]([O:24]C)=[O:23])=[CH:18][C:17]=4[CH:16]=[CH:15][CH:14]=3)=[CH:9][CH:8]=2)[CH2:6][CH2:5][O:4][CH2:3][CH2:2]1.[OH-].[K+]>CO>[N:1]1([C:7]2[CH:12]=[CH:11][C:10]([C:13]3[C:21]4[S:20][C:19]([C:22]([OH:24])=[O:23])=[CH:18][C:17]=4[CH:16]=[CH:15][CH:14]=3)=[CH:9][CH:8]=2)[CH2:6][CH2:5][O:4][CH2:3][CH2:2]1 |f:1.2|. Reported procedure: A solution of 330 mg (0.77 mmol) of methyl 7-[4-(4-morpholinyl)phenyl]-1-benzothiophene-2-carboxylate (Example 19A) in 6 ml of a 1:1 mixture of methanol and 2N potassium hydroxide solution is stirred at room temperature for 2 h and at 50° C. for 1 h. The reaction mixture is concentrated in vacuo and, after addition of water, acidified with conc. hydrochloric acid. The resulting precipitate is filtered off with suction, washed twice with water and dried under high vacuum. 292 mg of crude product ... Reactants: ClC=1C=C2C=CN(C(C2=C(N1)Cl)=O)C (6,8-dichloro-2-methyl-2,7-naphthyridin-1(2H)-one), CN (CH3NH2). Solvent: C1CCOC1 (THF). Reaction conditions: temperature 95 celsius. Yields the product ClC=1C=C2C=CN(C(C2=C(N1)NC)=O)C (6-Chloro-2-methyl-8-(methylamino)-2,7-naphthyridin-1(2H)-one). RXN SMILES: [Cl:1][C:2]1[CH:3]=[C:4]2[C:9](=[C:10](Cl)[N:11]=1)[C:8](=[O:13])[N:7]([CH3:14])[CH:6]=[CH:5]2.[CH3:15][NH2:16]>C1COCC1>[Cl:1][C:2]1[CH:3]=[C:4]2[C:9](=[C:10]([NH:16][CH3:15])[N:11]=1)[C:8](=[O:13])[N:7]([CH3:14])[CH:6]=[CH:5]2. Procedure details: A mixture of 6,8-dichloro-2-methyl-2,7-naphthyridin-1(2H)-one (46 mg, 0.2 mmol) and CH3NH2 solution in THF (2.0 M, 2.5 mL) was heated at 95° C. for 5 hours and evaporated to afford the crude title compound. ESI-MS m/z 224.0 (MH+).